Task: describe an organic reaction: reactants, conditions, products, and yield. Dataset: the Open Reaction Database (ORD), a public repository of structured organic reaction records Reactants: ClC=1N=C(C2=C(N1)C=C(S2)I)N2CCOCC2 (2-Chloro-6-iodo-4-morpholinothieno[3,2-d]pyrimidine), C(C)(=O)NC=1C=C(C=CC1)B(O)O (3-acetamidophenylboronic acid). The reagents and catalysts are Cl[Pd]([P](C1=CC=CC=C1)(C2=CC=CC=C2)C3=CC=CC=C3)([P](C4=CC=CC=C4)(C5=CC=CC=C5)C6=CC=CC=C6)Cl (bis(triphenylphosphine)palladium(II) dichloride). The solvent is C(=O)([O-])[O-].[Na+].[Na+] (Na2CO3), C(C)#N (acetonitrile). The product is ClC=1N=C(C2=C(N1)CC(S2)(I)C=2C=C(C=CC2)NC(C)=O)N2CCOCC2 (N-(3-(2-chloro-6-iodo-4-morpholinothieno[3,2-d]pyrimidine-6-yl)phenyl)acetamide). Yield: 53.0%. RXN SMILES: [Cl:1][C:2]1[N:3]=[C:4]([N:12]2[CH2:17][CH2:16][O:15][CH2:14][CH2:13]2)[C:5]2[S:10][C:9]([I:11])=[CH:8][C:6]=2[N:7]=1.[C:18]([NH:21][C:22]1[CH:23]=[C:24](B(O)O)[CH:25]=[CH:26][CH:27]=1)(=[O:20])[CH3:19]>C([O-])([O-])=O.[Na+].[Na+].C(#N)C.Cl[Pd](Cl)([P](C1C=CC=CC=1)(C1C=CC=CC=1)C1C=CC=CC=1)[P](C1C=CC=CC=1)(C1C=CC=CC=1)C1C=CC=CC=1>[Cl:1][C:2]1[N:3]=[C:4]([N:12]2[CH2:17][CH2:16][O:15][CH2:14][CH2:13]2)[C:5]2[S:10][C:9]([C:26]3[CH:27]=[C:22]([NH:21][C:18](=[O:20])[CH3:19])[CH:23]=[CH:24][CH:25]=3)([I:11])[CH2:8][C:6]=2[N:7]=1 |f:2.3.4,^1:42,61|. Reported procedure: 2-Chloro-6-iodo-4-morpholinothieno[3,2-d]pyrimidine 19, 129 mg of 3-acetamidophenylboronic acid (250 mg) and 23 mg of bis(triphenylphosphine)palladium(II) dichloride in 1.5 mL of 1M Na2CO3 aqueous solution and 1.5 mL of acetonitrile was heated to 100° C. in a sealed microwave reactor for 15 min. Upon completion, the reaction mixture was evaporated. The crude product was purified by flash chromatography eluting with 20˜100% EtOAc/hexane to yield N-(3-(2-chloro-6-iodo-4-morpholinothieno[3,2-d]pyri...